This data is from the Open Reaction Database (ORD), a public repository of structured organic reaction records. The task is: describe an organic reaction: reactants, conditions, products, and yield Reactants: [H-], [H][H], [Na+], [Na+], CN(C)C=O, O=c1cc(O)c2cccnc2n1-c1ccccc1, O=C([O-])O, CC(C(=O)Cl)c1ccccc1. Yields the product CC(C(=O)Oc1cc(=O)n(-c2ccccc2)c2ncccc12)c1ccccc1. As a reaction SMILES: [H-:19].[H:21][H:22].[Na+:20].[Na+:34].[O:39]=[CH:40][N:41]([CH3:42])[CH3:43].[OH:1][c:2]1[cH:3][c:4](=[O:18])[n:5](-[c:12]2[cH:13][cH:14][cH:15][cH:16][cH:17]2)[c:6]2[n:7][cH:8][cH:9][cH:10][c:11]12.[OH:35][C:36](=[O:37])[O-:38].[c:23]1([CH:29]([C:30](=[O:31])[Cl:32])[CH3:33])[cH:24][cH:25][cH:26][cH:27][cH:28]1>>[O:1]([c:2]1[cH:3][c:4](=[O:18])[n:5](-[c:12]2[cH:13][cH:14][cH:15][cH:16][cH:17]2)[c:6]2[n:7][cH:8][cH:9][cH:10][c:11]12)[C:30]([CH:29]([c:23]1[cH:24][cH:25][cH:26][cH:27][cH:28]1)[CH3:33])=[O:31]. Starting materials: C1(=CC=CC=C1)C(SC1CC(N1C(O)C(=O)OCC1=CC=CC=C1)=O)(C1=CC=CC=C1)C1=CC=CC=C1 (4-(triphenylmethylthio)-1-(benzyloxycarbonylhydroxymethyl)azetidin-2-one), N1=CC=CC=C1 (pyridine), S(=O)(Cl)Cl (thionyl chloride). Run in O1CCCC1 (tetrahydrofuran). RXN SMILES: [C:1]1([C:7]([C:32]2[CH:37]=[CH:36][CH:35]=[CH:34][CH:33]=2)([C:26]2[CH:31]=[CH:30][CH:29]=[CH:28][CH:27]=2)[S:8][CH:9]2[N:12]([CH:13]([C:15]([O:17][CH2:18][C:19]3[CH:24]=[CH:23][CH:22]=[CH:21][CH:20]=3)=[O:16])O)[C:11](=[O:25])[CH2:10]2)[CH:6]=[CH:5][CH:4]=[CH:3][CH:2]=1.N1C=CC=CC=1.S(Cl)([Cl:46])=O>O1CCCC1>[C:1]1([C:7]([C:32]2[CH:37]=[CH:36][CH:35]=[CH:34][CH:33]=2)([C:26]2[CH:31]=[CH:30][CH:29]=[CH:28][CH:27]=2)[S:8][CH:9]2[N:12]([CH:13]([C:15]([O:17][CH2:18][C:19]3[CH:24]=[CH:23][CH:22]=[CH:21][CH:20]=3)=[O:16])[Cl:46])[C:11](=[O:25])[CH2:10]2)[CH:6]=[CH:5][CH:4]=[CH:3][CH:2]=1. Yields the product C1(=CC=CC=C1)C(SC1CC(N1C(Cl)C(=O)OCC1=CC=CC=C1)=O)(C1=CC=CC=C1)C1=CC=CC=C1 (4-(triphenylmethylthio)-1-(benzyloxycarbonylchloromethyl)azetidin-2-one). Procedure details: To a solution of 4-(triphenylmethylthio)-1-(benzyloxycarbonylhydroxymethyl)azetidin-2-one (1.0 g) and pyridine (240 μl) in tetrahydrofuran (THF) (15 ml) at 0° C. under nitrogen was added slowly thionyl chloride (180 μl ). After 15 minutes the precipitate was collected by filtration and the filtrate evaporated. The residue was rapidly eluted through a short plug of silica gel using a 15 to 30% ethyl acetate/hexane solvent gradient to afford 4-(triphenylmethylthio)-1-(benzyloxycarbonylchloromethyl... Starting materials: S(=O)(Cl)Cl (thionyl chloride), C(Cl)Cl (methylene chloride), OCC1=NC=C(C(=C1)OC)OC (2-hydroxymethyl-4,5-dimethoxypyridine), C(Cl)Cl (methylene chloride), C1(=CC=CC=C1)C (toluene). Reaction conditions: temperature 20 celsius, time 4 hour. The product is [Cl-].ClC[N+]1=CC=C(C(=C1)OC)OC (Chloromethyl-4,5-dimethoxy-pyridinium chloride), [Cl-].ClCC1=[NH+]C=C(C(=C1)OC)OC (2-chloromethyl-4,5-dimethoxy-pyridinium chloride). As a reaction SMILES: S(Cl)([Cl:3])=O.O[CH2:6][C:7]1[CH:12]=[C:11]([O:13][CH3:14])[C:10]([O:15][CH3:16])=[CH:9][N:8]=1.C1(C)C=CC=CC=1.[CH2:24](Cl)[Cl:25]>>[Cl-:3].[Cl:25][CH2:24][N+:8]1[CH:9]=[C:10]([O:15][CH3:16])[C:11]([O:13][CH3:14])=[CH:12][CH:7]=1.[Cl-:3].[Cl:25][CH2:6][C:7]1[CH:12]=[C:11]([O:13][CH3:14])[C:10]([O:15][CH3:16])=[CH:9][NH+:8]=1 |f:4.5,6.7|. Reported procedure: 3 ml of thionyl chloride, dissolved in 10 ml of methylene chloride, are added dropwise to a solution, cooled to 0° C., of 5 g of 2-hydroxymethyl-4,5-dimethoxypyridine in 40 ml of methylene chloride in the course of one hour, the reaction mixture is then stirred at 20° C. for 4 hours, during which it becomes red-colored, 5 ml of toluene are added and the mixture is concentrated completely on a rotary evaporator (30° C./5 mbar). The oily residue is dissolved in 50 ml of warm isopropanol and the so... Reaction SMILES: [C:24]([C:25]([CH3:26])([CH3:27])[CH3:28])(=[O:29])[Cl:30].[CH3:31][CH2:32][O:33][C:34](=[O:35])[CH3:36].[NH2:1][c:2]1[c:3]([C:22]#[N:23])[cH:4][c:5](-[c:16]2[cH:17][cH:18][cH:19][cH:20][cH:21]2)[c:6]([N:8]2[CH2:9][CH:10]([N:13]([CH3:14])[CH3:15])[CH2:11][CH2:12]2)[cH:7]1.[Na+:38].[OH-:37].[cH:39]1[cH:40][cH:41][n:42][cH:43][cH:44]1>>[NH:1]([c:2]1[c:3]([C:22]#[N:23])[cH:4][c:5](-[c:16]2[cH:17][cH:18][cH:19][cH:20][cH:21]2)[c:6]([N:8]2[CH2:9][CH:10]([N:13]([CH3:14])[CH3:15])[CH2:11][CH2:12]2)[cH:7]1)[C:24]([C:25]([CH3:26])([CH3:27])[CH3:28])=[O:29]. Reactants: CC(C)(C)C(=O)Cl, CCOC(C)=O, CN(C)C1CCN(c2cc(N)c(C#N)cc2-c2ccccc2)C1, [Na+], [OH-], c1ccncc1. Yields the product CN(C)C1CCN(c2cc(NC(=O)C(C)(C)C)c(C#N)cc2-c2ccccc2)C1. The reactants are ClC1=C(C(=CC(=C1)Cl)Cl)N1NC(=CC(=N1)N(CCC)C(C1CC1)C1CC1)Cl (2-(2',4',6'-trichlorophenyl)-4-(N-dicyclopropylmethyl-N-propylamino)-6-chlorotriazine), C[S-].[Na+] (sodium thiomethylate), C(C)(=O)OCC.O (ethyl acetate water). Solvent: CN(C=O)C (dimethylformamide). Reaction conditions: temperature 23 celsius, time 1 hour. Product: ClC1=C(C(=CC(=C1)Cl)Cl)N1NC(=CC(=N1)N(CCC)C(C1CC1)C1CC1)SC (2-(2',4',6'-trichlorophenyl)-4-(N-dicyclopropylmethyl-N-propylamino)-6-methylthiotriazin). The yield is 79.7%. As a reaction SMILES: [Cl:1][C:2]1[CH:7]=[C:6]([Cl:8])[CH:5]=[C:4]([Cl:9])[C:3]=1[N:10]1[N:15]=[C:14]([N:16]([CH:20]([CH:24]2[CH2:26][CH2:25]2)[CH:21]2[CH2:23][CH2:22]2)[CH2:17][CH2:18][CH3:19])[CH:13]=[C:12](Cl)[NH:11]1.[CH3:28][S-:29].[Na+].C(OCC)(=O)C.O>CN(C)C=O>[Cl:1][C:2]1[CH:7]=[C:6]([Cl:8])[CH:5]=[C:4]([Cl:9])[C:3]=1[N:10]1[N:15]=[C:14]([N:16]([CH:20]([CH:24]2[CH2:26][CH2:25]2)[CH:21]2[CH2:23][CH2:22]2)[CH2:17][CH2:18][CH3:19])[CH:13]=[C:12]([S:29][CH3:28])[NH:11]1 |f:1.2,3.4|. Procedure: A solution of 2-(2',4',6'-trichlorophenyl)-4-(N-dicyclopropylmethyl-N-propylamino)-6-chlorotriazine (130 mg, 0.3 mmole) in 2.5 mL of dimethylformamide was treated with sodium thiomethylate (0.04 mg, 0.57 mmole) with stirring at 23° C. for 1 hour, the mixture was then poured into ethyl acetate/water. The organic phase was washed with water, 0.1M aqueous hydrochloric acid and brine, dried over magnesium sulfate and concentrated. The residue was purified by preparative TLC (5% diethyl ether/hexane)... Run in C(C)#N (acetonitrile), C(C)#N (acetonitrile). Procedure: Equimolar quantities of p-chloromethylphenyl chloroformate and dimethyl formamide were reacted at room temperature for one hour in acetonitrile (590 parts acetonitrile for every mole of dimethyl formamide or p-chloromethylphenyl chloroformate). Equimolar quantities of methanol were then added to the immonium salt mixture, and the solution was then stirred for about one half hour (with cooling) at 25°-30°C. Product: ClCC1=CC=C(C=C1)O (p-CHLOROMETHYL PHENOL). RXN SMILES: ClC([O:4][C:5]1[CH:10]=[CH:9][C:8]([CH2:11][Cl:12])=[CH:7][CH:6]=1)=O.CN(C)C=O.CO>C(#N)C>[Cl:12][CH2:11][C:8]1[CH:9]=[CH:10][C:5]([OH:4])=[CH:6][CH:7]=1. The reactants are ClC(=O)OC1=CC=C(C=C1)CCl (p-chloromethylphenyl chloroformate), CN(C=O)C (dimethyl formamide), CN(C=O)C (dimethyl formamide), ClC(=O)OC1=CC=C(C=C1)CCl (p-chloromethylphenyl chloroformate), CO (methanol). Starting materials: CC1(CC(CC(C1)=O)=O)C (5,5-dimethylcyclohexane-1,3-dione), COC(N(C)C)OC (1,1-dimethoxy-N,N-dimethylmethanamine). Product: CN(C)C=C1C(CC(CC1=O)(C)C)=O (2-((dimethylamino)methylene)-5,5-dimethylcyclohexane-1,3-dione). The yield is 46.0%. RXN SMILES: [CH3:1][C:2]1([CH3:10])[CH2:7][C:6](=[O:8])[CH2:5][C:4](=[O:9])[CH2:3]1.CO[CH:13](OC)[N:14]([CH3:16])[CH3:15]>>[CH3:13][N:14]([CH:16]=[C:5]1[C:6](=[O:8])[CH2:7][C:2]([CH3:10])([CH3:1])[CH2:3][C:4]1=[O:9])[CH3:15]. Procedure details: According to Scheme 2 Step 1: A solution of 5,5-dimethylcyclohexane-1,3-dione (428 mmol, 60 g) and of 1,1-dimethoxy-N,N-dimethylmethanamine (514 mmol, 68.2 mL) was stirred at room temperature for 1 hour. After evaporation and trituration in cyclohexane, 38.5 g (197 mmol, 46%) of 2-((dimethylamino)methylene)-5,5-dimethylcyclohexane-1,3-dione were obtained as a pale yellow solid.